From a dataset of the Open Reaction Database (ORD), a public repository of structured organic reaction records. describe an organic reaction: reactants, conditions, products, and yield Reactants: OC1(c2cccc3ccccc23)CCN(Cc2ccccc2)CC1, Cc1ccccc1, Cc1ccc(S(=O)(=O)O)cc1. The product is C1=C(c2cccc3ccccc23)CCN(Cc2ccccc2)C1. As a reaction SMILES: [CH2:1]([c:2]1[cH:3][cH:4][cH:5][cH:6][cH:7]1)[N:8]1[CH2:9][CH2:10][C:11]([c:14]2[cH:15][cH:16][cH:17][c:18]3[cH:19][cH:20][cH:21][cH:22][c:23]23)([OH:24])[CH2:12][CH2:13]1.[CH3:36][c:37]1[cH:38][cH:39][cH:40][cH:41][cH:42]1.[c:25]1([CH3:26])[cH:27][cH:28][c:29]([S:30]([OH:31])(=[O:32])=[O:33])[cH:34][cH:35]1>>[CH2:1]([c:2]1[cH:3][cH:4][cH:5][cH:6][cH:7]1)[N:8]1[CH2:9][CH:10]=[C:11]([c:14]2[cH:15][cH:16][cH:17][c:18]3[cH:19][cH:20][cH:21][cH:22][c:23]23)[CH2:12][CH2:13]1. The reactants are ClC1=C(C(=O)OC(C)C)C=C(C(=C1)F)N1C(=NC(=CC1=O)C(C(F)(F)F)(F)F)Cl (isopropyl 2-chloro-5-[2-chloro-6-oxo-4-pentafluoroethyl -1(6H)-pyrimidinyl]-4-fluorobenzoate), ClC1=C(C(=O)OC(C)C)C=C(C(=C1)F)N1C(N=C(C=C1Cl)C(C(F)(F)F)(F)F)=O (isopropyl 2-chloro-5-[6-chloro-2-oxo-4-pentafluoroethyl -1(2H)-pyrimidinyl]-4-fluorobenzoate), C[O-].[Na+] (sodium methylate). Yields the product ClC1=C(C(=O)OC(C)C)C=C(C(=C1)F)N1C(=NC(=CC1=O)C(C(F)(F)F)(F)F)OC (isopropyl 2-chloro-4-fluoro-5-[2-methoxy-6-oxo-4-pentafluoroethyl-1(6H)-pyrimidinyl]-benzoate). Run in CO (methanol). Reported procedure: The residue, a mixture of isopropyl 2-chloro-5-[2-chloro-6-oxo-4-pentafluoroethyl -1(6H)-pyrimidinyl]-4-fluorobenzoate and isopropyl 2-chloro-5-[6-chloro-2-oxo-4-pentafluoroethyl -1(2H)-pyrimidinyl]-4-fluorobenzoate, is dissolved in 20 ml of methanol and 3.8 ml of a 2N sodium methylate solution are added to the solution while stirring at 25° C. The temperature of the reaction mixture rises to 30° C. The mixture is subsequently stirred for 30 minutes and evaporated to dryness under reduced pressu... As a reaction SMILES: [Cl:1][C:2]1[CH:13]=[C:12]([F:14])[C:11]([N:15]2[C:20](=[O:21])[CH:19]=[C:18]([C:22]([F:28])([F:27])[C:23]([F:26])([F:25])[F:24])[N:17]=[C:16]2Cl)=[CH:10][C:3]=1[C:4]([O:6][CH:7]([CH3:9])[CH3:8])=[O:5].ClC1C=C(F)C(N2C(Cl)=CC(C(F)(F)C(F)(F)F)=NC2=O)=CC=1[C:33](OC(C)C)=[O:34].C[O-].[Na+]>CO>[Cl:1][C:2]1[CH:13]=[C:12]([F:14])[C:11]([N:15]2[C:20](=[O:21])[CH:19]=[C:18]([C:22]([F:28])([F:27])[C:23]([F:24])([F:25])[F:26])[N:17]=[C:16]2[O:34][CH3:33])=[CH:10][C:3]=1[C:4]([O:6][CH:7]([CH3:9])[CH3:8])=[O:5] |f:2.3|. Run at temperature 25 celsius. The reactants are ketone, Cl.ClC1CCCC=2C=CC(NC12)=O (8-chloro-5,6,7,8-tetrahydro-2-quinolone hydrochloride), Br.BrC1CCCC=2C=CC(NC12)=O (8-bromo-5,6,7,8-tetrahydro-2-quinolone hydrobromide). The solvent is O (water). Yields the product OC1CCCC=2C=CC(NC12)=O (8-hydroxy-5,6,7,8-tetrahydro-2-quinolone). Reaction SMILES: Cl.Cl[CH:3]1[C:12]2[NH:11][C:10](=[O:13])[CH:9]=[CH:8][C:7]=2[CH2:6][CH2:5][CH2:4]1.Br.BrC1C2NC(=[O:26])C=CC=2CCC1>O>[OH:26][CH:3]1[C:12]2[NH:11][C:10](=[O:13])[CH:9]=[CH:8][C:7]=2[CH2:6][CH2:5][CH2:4]1 |f:0.1,2.3|. Procedure: Starting materials for the preparation of the ketone of the invention are 8-chloro-5,6,7,8-tetrahydro-2-quinolone hydrochloride or 8-bromo-5,6,7,8-tetrahydro-2-quinolone hydrobromide, which are hydrolyzed with the 4- to 8-fold amount of water, at a temperature of from 50° to 100° C., preferably 80° to 100° C., to form 8-hydroxy-5,6,7,8-tetrahydro-2-quinolone which, after cooling of the neutralized solution (neutralization for example by means of ammonia) precipitates in crystallized form as trih... Reactants: O=C([O-])O, O=C(Cl)COCc1ccccc1, CC(C)=O, Nc1ccc(O)cc1, [Na+]. Product: O=C(COCc1ccccc1)Nc1ccc(O)cc1. As a reaction SMILES: [C:9](=[O:10])([OH:11])[O-:12].[CH2:14]([c:15]1[cH:16][cH:17][cH:18][cH:19][cH:20]1)[O:21][CH2:22][C:23](=[O:24])[Cl:25].[CH3:26][C:27](=[O:28])[CH3:29].[NH2:1][c:2]1[cH:3][cH:4][c:5]([OH:6])[cH:7][cH:8]1.[Na+:13]>>[NH:1]([c:2]1[cH:3][cH:4][c:5]([OH:6])[cH:7][cH:8]1)[C:23]([CH2:22][O:21][CH2:14][c:15]1[cH:16][cH:17][cH:18][cH:19][cH:20]1)=[O:24]. The reactants are C(CCCCC(=O)[O-])(=O)OC (monomethyl adipate), molecular oxygen, C(=O)=O (carbon dioxide), formylvaleric ester, 4- and 3-formylvaleric esters, molecular oxygen, C(=O)CCCCC(=O)OC (methyl 5-formylvalerate), pentenoic esters, molecular oxygen, molecular oxygen, molecular oxygen. Yields the product CC(C(=O)OC)CCC(=O)[O-] (monomethyl 2-methylglutarate), C(C)C(CC(=O)OC)C(=O)[O-] (monomethyl 3-ethylsuccinate). Reaction SMILES: [C:1](=[O:3])=[O:2].C([CH2:6][CH2:7][CH2:8][CH2:9][C:10]([O:12]C)=[O:11])=O.[C:14]([O:23][CH3:24])(=[O:22])[CH2:15][CH2:16][CH2:17][CH2:18]C([O-])=O>>[CH3:6][CH:7]([CH2:8][CH2:9][C:10]([O-:12])=[O:11])[C:1]([O:3][CH3:14])=[O:2].[CH2:17]([CH:16]([C:1]([O-:3])=[O:2])[CH2:15][C:14]([O:23][CH3:24])=[O:22])[CH3:18]. Reported procedure: The cleavage is advantageously carried out in the presence of molecular oxygen or of a gas which contains molecular oxygen as well as an inert gas, such as nitrogen, carbon dioxide, argon or steam. A molar ratio of formylvaleric ester to molecular oxygen of from 1:0.05 to 1:3, in particular from 1:0.2 to 1:1.5, e.g. from 1:0.5 to 1:1.25, is preferably used. This increases the catalyst life and in particular the yield of pentenoic esters. The concomitant use of molecular oxygen was not indicated,... Starting materials: COC(=O)c1ccc(I)cc1, CC(C)C(=O)Nc1cccc(C2CCN(Cc3cccc4[nH]ccc34)CC2)c1. Product: COC(=O)c1ccc(-n2ccc3c(CN4CCC(c5cccc(NC(=O)C(C)C)c5)CC4)cccc32)cc1. Reaction SMILES: [I:1][c:2]1[cH:3][cH:4][c:5]([C:6](=[O:7])[O:8][CH3:9])[cH:10][cH:11]1.[nH:12]1[cH:13][cH:14][c:15]2[c:16]([CH2:21][N:22]3[CH2:23][CH2:24][CH:25]([c:28]4[cH:29][c:30]([NH:34][C:35]([CH:36]([CH3:37])[CH3:38])=[O:39])[cH:31][cH:32][cH:33]4)[CH2:26][CH2:27]3)[cH:17][cH:18][cH:19][c:20]12>>[c:2]1(-[n:12]2[cH:13][cH:14][c:15]3[c:16]([CH2:21][N:22]4[CH2:23][CH2:24][CH:25]([c:28]5[cH:29][c:30]([NH:34][C:35]([CH:36]([CH3:37])[CH3:38])=[O:39])[cH:31][cH:32][cH:33]5)[CH2:26][CH2:27]4)[cH:17][cH:18][cH:19][c:20]23)[cH:3][cH:4][c:5]([C:6](=[O:7])[O:8][CH3:9])[cH:10][cH:11]1. Starting materials: [BH4-], CO, COc1ccc(C2CCC(=O)CC2)cc1, [Na+]. Product: COc1ccc(C2CCC(O)CC2)cc1. As a reaction SMILES: [BH4-:16].[CH3:18][OH:19].[CH3:1][O:2][c:3]1[cH:4][cH:5][c:6]([CH:9]2[CH2:10][CH2:11][C:12](=[O:15])[CH2:13][CH2:14]2)[cH:7][cH:8]1.[Na+:17]>>[CH3:1][O:2][c:3]1[cH:4][cH:5][c:6]([CH:9]2[CH2:10][CH2:11][CH:12]([OH:15])[CH2:13][CH2:14]2)[cH:7][cH:8]1. Reactants: Cc1ccc(-c2cccc(C(=O)OC(C)(C)C)c2)cc1, O=C(OOC(=O)c1ccccc1)c1ccccc1, ClC(Cl)(Cl)Cl, O=C1CCC(=O)N1Br. Yields the product CC(C)(C)OC(=O)c1cccc(-c2ccc(CBr)cc2)c1. Reaction SMILES: [C:1]([CH3:2])([CH3:3])([CH3:4])[O:5][C:6]([c:7]1[cH:8][c:9](-[c:13]2[cH:14][cH:15][c:16]([CH3:19])[cH:17][cH:18]2)[cH:10][cH:11][cH:12]1)=[O:20].[C:29]([O:30][O:31][C:32](=[O:33])[c:34]1[cH:35][cH:36][cH:37][cH:38][cH:39]1)(=[O:40])[c:41]1[cH:42][cH:43][cH:44][cH:45][cH:46]1.[Cl:47][C:48]([Cl:49])([Cl:50])[Cl:51].[O:21]=[C:22]1[N:23]([Br:28])[C:24](=[O:25])[CH2:26][CH2:27]1>>[C:1]([CH3:2])([CH3:3])([CH3:4])[O:5][C:6]([c:7]1[cH:8][c:9](-[c:13]2[cH:14][cH:15][c:16]([CH2:19][Br:28])[cH:17][cH:18]2)[cH:10][cH:11][cH:12]1)=[O:20].